Dataset: the Open Reaction Database (ORD), a public repository of structured organic reaction records. Task: describe an organic reaction: reactants, conditions, products, and yield Starting materials: C(C)(=O)OCC (Ethyl acetate), BrC=1C=C(C=CC1I)CO ((3-bromo-4-iodophenyl)methanol), C(C=C)(=O)OC (methyl acrylate), C([O-])([O-])=O.[K+].[K+] (potassium carbonate). The reagents and catalysts are CCCC[N+](CCCC)(CCCC)CCCC.[Cl-] (tetra-N-butylammonium chloride), C(C)(=O)[O-].[Pd+2].C(C)(=O)[O-] (palladium acetate). Solvent: [Cl-].[Na+].O (brine), CN(C=O)C (N,N-dimethylformamide). Reaction conditions: temperature 50 celsius, time 20 hour. Yields the product BrC1=C(C=CC(=C1)CO)/C=C/C(=O)OC (methyl (2E)-3-[2-bromo-4-(hydroxymethyl)phenyl]acrylate). As a reaction SMILES: [Br:1][C:2]1[CH:3]=[C:4]([CH2:9][OH:10])[CH:5]=[CH:6][C:7]=1I.[C:11]([O:15][CH3:16])(=[O:14])[CH:12]=[CH2:13].C(=O)([O-])[O-].[K+].[K+].C(OCC)(=O)C>CCCC[N+](CCCC)(CCCC)CCCC.[Cl-].CN(C)C=O.[Cl-].[Na+].O.C([O-])(=O)C.[Pd+2].C([O-])(=O)C>[Br:1][C:2]1[CH:3]=[C:4]([CH2:9][OH:10])[CH:5]=[CH:6][C:7]=1/[CH:13]=[CH:12]/[C:11]([O:15][CH3:16])=[O:14] |f:2.3.4,6.7,9.10.11,12.13.14|. Procedure: A mixture of (3-bromo-4-iodophenyl)methanol (5.3 g, 17 mmol), methyl acrylate (1.97 mL, 21.8 mmol), tetra-N-butylammonium chloride (4.7 g, 17 mmol), palladium acetate (80 mg, 0.03 mmol) and finely grounded potassium carbonate (5.85 g, 42.3 mmol) in N,N-dimethylformamide (20 mL) was stirred at 50° C. for 20 h. The reaction mixture was cooled to room temperature. Ethyl acetate (200 mL) and brine (50 mL) were added, and the mixture was filtered under suction. The filtrate was collected, and aqueous... The reactants are C(CC(=O)OCC)(=O)OCC.[Na] (sodium diethyl malonate), C1(=CC=CC=C1)N1N=CC(=C1C1=CC=CC=C1)CO ((1,5-diphenyl-1H-pyrazol-4-yl)methanol), Cl (hydrochloric acid), CS(=O)(=O)Cl (methanesulfonyl chloride), Cl (hydrochloric acid). Solvent: CN(C=O)C (N,N-dimethylformamide), C(C)(=O)OCC (ethyl acetate), C(C)N(CC)CC (triethylamine), C(C)(=O)O (acetic acid), CN(C=O)C (N,N-dimethylformamide). Run at time 1 hour. Product: C1(=CC=CC=C1)N1N=CC(=C1C1=CC=CC=C1)CCC(=O)O (3-(1,5-diphenyl-1H-pyrazol-4-yl)propionic acid). Yield: 68.0%. Reaction SMILES: [C:1]1([N:7]2[C:11]([C:12]3[CH:17]=[CH:16][CH:15]=[CH:14][CH:13]=3)=[C:10]([CH2:18]O)[CH:9]=[N:8]2)[CH:6]=[CH:5][CH:4]=[CH:3][CH:2]=1.CS(Cl)(=O)=O.C(OCC)(=O)[CH2:26][C:27]([O:29]CC)=[O:28].[Na].Cl>CN(C)C=O.C(O)(=O)C.C(OCC)(=O)C.C(N(CC)CC)C>[C:1]1([N:7]2[C:11]([C:12]3[CH:13]=[CH:14][CH:15]=[CH:16][CH:17]=3)=[C:10]([CH2:18][CH2:26][C:27]([OH:29])=[O:28])[CH:9]=[N:8]2)[CH:2]=[CH:3][CH:4]=[CH:5][CH:6]=1 |f:2.3,^1:35|. Procedure details: To a mixture of (1,5-diphenyl-1H-pyrazol-4-yl)methanol (11.78 g), triethylamine (10 ml) and ethyl acetate (300 ml) was added dropwise methanesulfonyl chloride (4.5 ml) at 0° C. The mixture was stirred at room temperature for 1 hr. and the ethyl acetate layer was washed successively with water and saturated brine, dried over anhydrous magnesium sulfate, and concentrated to give an oil. This oil was dissolved in N,N-dimethylformamide (100 ml) and the resulting solution was added dropwise to a solu... Starting materials: COC(=O)c1cc(Cl)ccc1NC(=O)CSCC(=O)O, Nc1cccc(-c2ccc(F)cc2)c1. Yields the product COC(=O)c1cc(Cl)ccc1NC(=O)CSCC(=O)Nc1cccc(-c2ccc(F)cc2)c1. RXN SMILES: [Cl:15][c:16]1[cH:17][c:18]([C:31](=[O:32])[O:33][CH3:34])[c:19]([NH:22][C:23]([CH2:24][S:25][CH2:26][C:27](=[O:28])[OH:29])=[O:30])[cH:20][cH:21]1.[F:1][c:2]1[cH:3][cH:4][c:5](-[c:8]2[cH:9][c:10]([NH2:14])[cH:11][cH:12][cH:13]2)[cH:6][cH:7]1>>[F:1][c:2]1[cH:3][cH:4][c:5](-[c:8]2[cH:9][c:10]([NH:14][C:27]([CH2:26][S:25][CH2:24][C:23]([NH:22][c:19]3[c:18]([C:31](=[O:32])[O:33][CH3:34])[cH:17][c:16]([Cl:15])[cH:21][cH:20]3)=[O:30])=[O:28])[cH:11][cH:12][cH:13]2)[cH:6][cH:7]1. The reactants are BrC1=CC=C(C=C1)C1=C(C(=NO1)C)C(=O)N1CCN(CC1)S(=O)(=O)C1=CC(=C(C=C1)Cl)Cl ([5-(4-bromo-phenyl)-3-methyl-isoxazol-4-yl]-[4-(3,4-dichloro-benzenesulfonyl)-piperazin-1-yl]-methanone), C(C)OC(=O)C1(CC1)C1=CC=C(C=C1)B1OC(C(O1)(C)C)(C)C (1-[4-(4,4,5,5-tetramethyl-[1,3,2]dioxaborolan-2-yl)-phenyl]-cyclopropanecarboxylic acid ethyl ester). Product: C(C)OC(=O)C1(CC1)C1=CC=C(C=C1)C1=CC=C(C=C1)C1=C(C(=NO1)C)C(=O)N1CCN(CC1)S(=O)(=O)C1=CC(=C(C=C1)Cl)Cl (1-(4′-{4-[4-(3,4-Dichloro-benzenesulfonyl)-piperazine-1-carbonyl]-3-methyl-isoxazol-5-yl}-biphenyl-4-yl)-cyclopropanecarboxylic acid ethyl ester). As a reaction SMILES: Br[C:2]1[CH:7]=[CH:6][C:5]([C:8]2[O:12][N:11]=[C:10]([CH3:13])[C:9]=2[C:14]([N:16]2[CH2:21][CH2:20][N:19]([S:22]([C:25]3[CH:30]=[CH:29][C:28]([Cl:31])=[C:27]([Cl:32])[CH:26]=3)(=[O:24])=[O:23])[CH2:18][CH2:17]2)=[O:15])=[CH:4][CH:3]=1.[CH2:33]([O:35][C:36]([C:38]1([C:41]2[CH:46]=[CH:45][C:44](B3OC(C)(C)C(C)(C)O3)=[CH:43][CH:42]=2)[CH2:40][CH2:39]1)=[O:37])[CH3:34]>>[CH2:33]([O:35][C:36]([C:38]1([C:41]2[CH:46]=[CH:45][C:44]([C:2]3[CH:7]=[CH:6][C:5]([C:8]4[O:12][N:11]=[C:10]([CH3:13])[C:9]=4[C:14]([N:16]4[CH2:21][CH2:20][N:19]([S:22]([C:25]5[CH:30]=[CH:29][C:28]([Cl:31])=[C:27]([Cl:32])[CH:26]=5)(=[O:23])=[O:24])[CH2:18][CH2:17]4)=[O:15])=[CH:4][CH:3]=3)=[CH:43][CH:42]=2)[CH2:39][CH2:40]1)=[O:37])[CH3:34]. Procedure details: Prepared according to the procedure described in Example 2, Step 2, using [5-(4-bromo-phenyl)-3-methyl-isoxazol-4-yl]-[4-(3,4-dichloro-benzenesulfonyl)-piperazin-1-yl]-methanone and 1-[4-(4,4,5,5-tetramethyl-[1,3,2]dioxaborolan-2-yl)-phenyl]-cyclopropanecarboxylic acid ethyl ester. The reactants are N1C(=CC=C1)C(=O)O (pyrrole-2-carboxylic acid), [OH-].[K+] (KOH), C(C)I (ethyl iodide). Solvent: CS(=O)C (DMSO). Run at time 8 hour. The product is C(C)N1C(=CC=C1)C(=O)O (N-ethyl pyrrole-2-carboxylic acid). Yield: 78.3%. RXN SMILES: [OH-].[K+].[NH:3]1[CH:7]=[CH:6][CH:5]=[C:4]1[C:8]([OH:10])=[O:9].[CH2:11](I)[CH3:12]>CS(C)=O>[CH2:11]([N:3]1[CH:7]=[CH:6][CH:5]=[C:4]1[C:8]([OH:10])=[O:9])[CH3:12] |f:0.1|. Procedure details: Under nitrogen, a suspension of 50 g (0.9 mol) of pulverized KOH in 440 ml of anhydrous DMSO was treated with 20 g (0.18 mol) of pyrrole-2-carboxylic acid (Aldrich); this mixture was cooled in ice and treated with 28 ml (0.36 mol of ethyl iodide. The reaction was allowed to warm to ambient temperatures and stir overnight prior to concentration in vacuo. The residue was dissolved in 125 ml of water and the pH adjusted to 4 with aqueous HCl. The product was extracted with methylene chloride, dried... Starting materials: CS(=O)(=O)N1CCNCC1, COc1cc(F)ccc1[N+](=O)[O-], CS(C)=O, [K+], [K+], O=C([O-])[O-], O. The product is COc1cc(N2CCN(S(C)(=O)=O)CC2)ccc1[N+](=O)[O-]. RXN SMILES: [CH3:13][S:14](=[O:15])(=[O:16])[N:17]1[CH2:18][CH2:19][NH:20][CH2:21][CH2:22]1.[CH3:1][O:2][c:3]1[c:4]([N+:10](=[O:11])[O-:12])[cH:5][cH:6][c:7]([F:9])[cH:8]1.[CH3:30][S:31]([CH3:32])=[O:33].[K+:23].[K+:24].[O-:25][C:26]([O-:27])=[O:28].[OH2:29]>>[CH3:1][O:2][c:3]1[c:4]([N+:10](=[O:11])[O-:12])[cH:5][cH:6][c:7]([N:20]2[CH2:19][CH2:18][N:17]([S:14]([CH3:13])(=[O:15])=[O:16])[CH2:22][CH2:21]2)[cH:8]1.